The task is: describe an organic reaction: reactants, conditions, products, and yield. This data is from the Open Reaction Database (ORD), a public repository of structured organic reaction records. Reactants: C(CCCCC)C=1C=C(C=CC1)C1=NC(=C(N1C)C(=O)N1CCC(CC1)N1CCCC1)I ([2-(3-Hexyl-phenyl)-5-iodo-3-methyl-3H-imidazol-4-yl]-(4-pyrrolidin-1-yl-piperidin-1-yl)-methanone), N1=C(C=CC=C1)B(O)O (pyridin-2-yl-boronic acid). Product: C(CCCCC)C=1C=C(C=CC1)C1=NC(=C(N1C)C(=O)N1CCC(CC1)N1CCCC1)C1=NC=CC=C1 ([2-(3-Hexyl-phenyl)-3-methyl-5-pyridin-2-yl-3H-imidazol-4-yl]-(4-pyrrolidin-1-yl-piperidin-1-yl)-methanone). As a reaction SMILES: [CH2:1]([C:7]1[CH:8]=[C:9]([C:13]2[N:17]([CH3:18])[C:16]([C:19]([N:21]3[CH2:26][CH2:25][CH:24]([N:27]4[CH2:31][CH2:30][CH2:29][CH2:28]4)[CH2:23][CH2:22]3)=[O:20])=[C:15](I)[N:14]=2)[CH:10]=[CH:11][CH:12]=1)[CH2:2][CH2:3][CH2:4][CH2:5][CH3:6].[N:33]1[CH:38]=[CH:37][CH:36]=[CH:35][C:34]=1B(O)O>>[CH2:1]([C:7]1[CH:8]=[C:9]([C:13]2[N:17]([CH3:18])[C:16]([C:19]([N:21]3[CH2:26][CH2:25][CH:24]([N:27]4[CH2:31][CH2:30][CH2:29][CH2:28]4)[CH2:23][CH2:22]3)=[O:20])=[C:15]([C:34]3[CH:35]=[CH:36][CH:37]=[CH:38][N:33]=3)[N:14]=2)[CH:10]=[CH:11][CH:12]=1)[CH2:2][CH2:3][CH2:4][CH2:5][CH3:6]. Procedure: In analogy to the procedure described for example 7, [2-(3-hexyl-phenyl)-5-iodo-3-methyl-3H-imidazol-4-yl]-(4-pyrrolidin-1-yl-piperidin-1-yl)-methanone (example 2) was reacted with pyridin-2-yl-boronic acid to give the title compound as yellow solid. MS: 500.0 (MH+).